Dataset: the Open Reaction Database (ORD), a public repository of structured organic reaction records. Task: describe an organic reaction: reactants, conditions, products, and yield Reported procedure: 65.9 g of 2-(2-bromo-4-chloro-4,4-difluoro-but-1-yl)malonic acid diethyl ester, 600 ml of ethanol, 14.8 g of sodium acetate and 6.6 g of 5% palladium on activated carbon are treated with hydrogen at from 20° to 25° and under normal pressure until the absorption of hydrogen can no longer be detected. The reaction mixture is filtered over silica gel and then concentrated to dryness by evaporation in a rotary evaporator. The residue is taken up in 500 ml of n-hexane, the solution is filtered and th... Run in C(C)O (ethanol). Reaction SMILES: [CH2:1]([O:3][C:4](=[O:19])[CH:5]([CH2:11][CH:12](Br)[CH2:13][C:14]([Cl:17])([F:16])[F:15])[C:6]([O:8][CH2:9][CH3:10])=[O:7])[CH3:2].C([O-])(=O)C.[Na+].[H][H]>[Pd].C(O)C>[CH2:1]([O:3][C:4](=[O:19])[CH:5]([CH2:11][CH2:12][CH2:13][C:14]([Cl:17])([F:16])[F:15])[C:6]([O:8][CH2:9][CH3:10])=[O:7])[CH3:2] |f:1.2|. The reactants are C(C)OC(C(C(=O)OCC)CC(CC(F)(F)Cl)Br)=O (2-(2-bromo-4-chloro-4,4-difluoro-but-1-yl)malonic acid diethyl ester), C(C)(=O)[O-].[Na+] (sodium acetate), [H][H] (hydrogen), [H][H] (hydrogen). The product is C(C)OC(C(C(=O)OCC)CCCC(F)(F)Cl)=O (2-(4-Chloro-4,4-difluoro-but-1-yl)malonic acid diethyl ester). The reagents and catalysts are [Pd] (palladium on activated carbon). Starting materials: C(=O)(O)[O-].[Na+] (NaHCO3), FC(C(=O)O)(F)F.FC(C(=O)O)(F)F.FC(C(=O)O)(F)F.CC1=NC2=CC=CC=C2C(=C1)COC1=CC=C(C=C1)C1(C(NC(NC1=O)=O)=O)N1CCNCC1 (5-{4-[(2-Methyl-4-quinolinyl)methoxy]phenyl}-5-(1-piperazinyl)-2,4,6(1H, 3H, 5H)-pyrimidinetrione tris(trifluoroacetate)), C(C)(C)N(C(C)C)CC (N,N-diisopropylethylamine), C(C)(=O)OC(C)=O (acetic anhydride). Run at time 1 hour. Yields the product FC(C(=O)O)(F)F.FC(C(=O)O)(F)F.C(C)(=O)N1CCN(CC1)C1(C(NC(NC1=O)=O)=O)C1=CC=C(C=C1)OCC1=CC(=NC2=CC=CC=C12)C (5-(4-Acetyl-1-piperazinyl)-5-{4-[(2-methyl-4-quinolinyl)methoxy]phenyl}-2,4,6(1H, 3H, 5H)-pyrimidinetrione bis(trifluoroacetate)). Reported procedure: The product from Example 14 (120 mg, 0.150 mmol) was treated with N,N-diisopropylethylamine (0.13 mL, 5.0 eq) and acetic anhydride (30.6 mg, 2.0 eq) in dichloromethane (5 mL) at rt. After 1 h at rt, saturated NaHCO3 (5 mL) and ethyl acetate (100 mL) were added. The mixture was washed with water (2×5 mL), brine (5 mL), dried (MgSO4) and concentrated in vacuo. Purification by reverse phase HPLC (gradient elution, water/acetonitrile 80-20 to 20-80, 0.1% TFA) provided the title barbituric acid (75.4... RXN SMILES: [F:1][C:2]([F:7])([F:6])[C:3]([OH:5])=[O:4].[F:8][C:9]([F:14])([F:13])[C:10]([OH:12])=[O:11].F[C:16](F)(F)[C:17]([OH:19])=O.CC1C=C(CO[C:35]2[CH:40]=[CH:39][C:38]([C:41]3([N:50]4[CH2:55][CH2:54][NH:53][CH2:52][CH2:51]4)[C:46](=[O:47])[NH:45][C:44](=[O:48])[NH:43][C:42]3=[O:49])=[CH:37][CH:36]=2)C2C(=CC=CC=2)N=1.[CH:56]([N:59](CC)[CH:60]([CH3:62])[CH3:61])([CH3:58])[CH3:57].C(O[C:69](=O)[CH3:70])(=O)C.[C:72]([O-])(O)=O.[Na+]>ClCCl.C(OCC)(=O)C>[F:1][C:2]([F:7])([F:6])[C:3]([OH:5])=[O:4].[F:8][C:9]([F:14])([F:13])[C:10]([OH:12])=[O:11].[C:17]([N:53]1[CH2:54][CH2:55][N:50]([C:41]2([C:38]3[CH:39]=[CH:40][C:35]([O:5][CH2:3][C:2]4[C:61]5[C:60](=[CH:62][CH:72]=[CH:69][CH:70]=5)[N:59]=[C:56]([CH3:57])[CH:58]=4)=[CH:36][CH:37]=3)[C:42](=[O:49])[NH:43][C:44](=[O:48])[NH:45][C:46]2=[O:47])[CH2:51][CH2:52]1)(=[O:19])[CH3:16] |f:0.1.2.3,6.7,10.11.12|. Isolated yield 69.0%. The solvent is C(C)(=O)OCC (ethyl acetate), ClCCl (dichloromethane). Reactants: C[Sn](C)(C)n1nnnc1-c1ccccc1Br, C1CCOC1, Cc1ccccc1, Cl. Product: Brc1ccccc1-c1nnn[nH]1. Reaction SMILES: [Br:1][c:2]1[c:3](-[c:8]2[n:9][n:10][n:11][n:12]2[Sn:13]([CH3:14])([CH3:15])[CH3:16])[cH:4][cH:5][cH:6][cH:7]1.[CH2:25]1[O:26][CH2:27][CH2:28][CH2:29]1.[CH3:18][c:19]1[cH:20][cH:21][cH:22][cH:23][cH:24]1.[ClH:17]>>[Br:1][c:2]1[c:3](-[c:8]2[n:9][n:10][n:11][nH:12]2)[cH:4][cH:5][cH:6][cH:7]1.